This data is from the Open Reaction Database (ORD), a public repository of structured organic reaction records. The task is: describe an organic reaction: reactants, conditions, products, and yield Starting materials: O (water), C(=C)C(=O)CC (Ethyl vinyl ketone), [N+](=O)([O-])C (nitromethane), CN(C(=N)N(C)C)C (1,1,3,3-tetramethylguanidine). Solvent: C(C)#N (acetonitrile), C(C)(=O)O (acetic acid). Reaction conditions: time 48 hour. Product: [N+](=O)([O-])CCCC(CC)=O (6-nitrohexan-3-one). Isolated yield 19.6%. As a reaction SMILES: [CH:1]([C:3]([CH2:5][CH3:6])=[O:4])=[CH2:2].[N+:7]([CH3:10])([O-:9])=[O:8].CN(C)C(N(C)C)=N.O>C(#N)C.C(O)(=O)C>[N+:7]([CH2:10][CH2:2][CH2:1][C:3](=[O:4])[CH2:5][CH3:6])([O-:9])=[O:8]. Procedure: A! Ethyl vinyl ketone (25 g, 0,297 mole) was slowly added to a solution of nitromethane (80 ml, 1.48 mole) and 1,1,3,3-tetramethylguanidine (3.7 ml, 0.029 mole) in acetonitrile (180 ml) while maintaining the room temperature by cooling with ice. The reaction mixture was stirred for 48 hours at room temperature, then added with water (70 ml), and the pH was corrected to 5 by acetic acid. The solvent was evaporated under vacuum and the aqueous phase was extracted with ethyl acetate (2×100 ml). The...